Dataset: the Open Reaction Database (ORD), a public repository of structured organic reaction records. Task: describe an organic reaction: reactants, conditions, products, and yield Reactants: C(C)(C)(C)OC(N(C1=NC(=CN=C1)Cl)C1=CC=C(C=C1)Cl)=O ((4-chloro-phenyl)-(6-chloro-pyrazin-2-yl)-carbamic acid tert-butyl ester), C(CCC)[Sn](C1=NC=CN=C1)(CCCC)CCCC (2-tributylstannylpyrazine). The product is C(C)(C)(C)OC(N(C1=CC=C(C=C1)Cl)C1=CN=CC(=N1)C1=NC=CN=C1)=O ([2,2′]Bipyrazinyl-6-yl-(4-chloro-phenyl)-carbamic acid tert-butyl ester). RXN SMILES: [C:1]([O:5][C:6](=[O:22])[N:7]([C:15]1[CH:20]=[CH:19][C:18]([Cl:21])=[CH:17][CH:16]=1)[C:8]1[CH:13]=[N:12][CH:11]=[C:10](Cl)[N:9]=1)([CH3:4])([CH3:3])[CH3:2].C([Sn](CCCC)(CCCC)[C:28]1[CH:33]=[N:32][CH:31]=[CH:30][N:29]=1)CCC>>[C:1]([O:5][C:6](=[O:22])[N:7]([C:8]1[N:9]=[C:10]([C:28]2[CH:33]=[N:32][CH:31]=[CH:30][N:29]=2)[CH:11]=[N:12][CH:13]=1)[C:15]1[CH:20]=[CH:19][C:18]([Cl:21])=[CH:17][CH:16]=1)([CH3:4])([CH3:3])[CH3:2]. Procedure details: Was prepared according to Example 6 from (4-chloro-phenyl)-(6-chloro-pyrazin-2-yl)-carbamic acid tert-butyl ester and 2-tributylstannylpyrazine. Reactants: Cc1cc(O)cc(C)c1Br, O=C([O-])[O-], CI, [K+], [K+], CN(C)C=O, O. Product: COc1cc(C)c(Br)c(C)c1. Reaction SMILES: [Br:1][c:2]1[c:3]([CH3:10])[cH:4][c:5]([OH:9])[cH:6][c:7]1[CH3:8].[C:13](=[O:14])([O-:15])[O-:16].[I:11][CH3:12].[K+:17].[K+:18].[O:20]=[CH:21][N:22]([CH3:23])[CH3:24].[OH2:19]>>[Br:1][c:2]1[c:3]([CH3:10])[cH:4][c:5]([O:9][CH3:13])[cH:6][c:7]1[CH3:8]. Starting materials: P(=O)(Cl)(Cl)Cl (phosphorus oxychloride), CN(C=O)C (dimethylformamide), C1CCN2C1=CC=1C=NC=CC21 (2,3-dihydro-1H-3a,6-diaza-cyclopenta[a]indene), CN(C=O)C (dimethylformamide). Reaction conditions: time 10 minute. Yields the product C1CCN2C1=C(C=1C=NC=CC21)C=O (2,3-Dihydro-1H-3a,6-diaza-cyclopenta[a]indene-8-carbaldehyde). Yield: 97.0%. Reaction SMILES: P(Cl)(Cl)(Cl)=O.[CH2:6]1[C:10]2=[CH:11][C:12]3[CH:13]=[N:14][CH:15]=[CH:16][C:17]=3[N:9]2[CH2:8][CH2:7]1.CN(C)[CH:20]=[O:21]>>[CH2:6]1[C:10]2=[C:11]([CH:20]=[O:21])[C:12]3[CH:13]=[N:14][CH:15]=[CH:16][C:17]=3[N:9]2[CH2:8][CH2:7]1. Procedure: To dimethylformamide (0.3 ml) was added phosphorus oxychloride (0.33 ml) dropwise at 0° C. The mixture was allowed to stir for 10 min at room temperature. A solution of 2,3-dihydro-1H-3a,6-diaza-cyclopenta[a]indene (0.10 g 0.63 mMol) in 0.1 ml dimethylformamide was added and the mixture was stirred at room temperature for 3 h. The reaction was quenched with ice (ca 5 g) and the pH was adjusted to 9 by addition of 28% sodium hydroxide. The mixture was heated to reflux for 10 min. cooled to room t...